From a dataset of the Open Reaction Database (ORD), a public repository of structured organic reaction records. describe an organic reaction: reactants, conditions, products, and yield The reactants are CN(C)CCNC(=O)c1cccn2c(=O)c3ccc(Br)cc3nc12, CCCC[Sn](CCCC)(CCCC)c1ccncc1, Cc1ccccc1, c1ccc(P(c2ccccc2)(c2ccccc2)[Pd](P(c2ccccc2)(c2ccccc2)c2ccccc2)(P(c2ccccc2)(c2ccccc2)c2ccccc2)P(c2ccccc2)(c2ccccc2)c2ccccc2)cc1. The product is CN(C)CCNC(=O)c1cccn2c(=O)c3ccc(-c4ccncc4)cc3nc12. Reaction SMILES: [Br:1][c:2]1[cH:3][cH:4][c:5]2[c:6](=[O:24])[n:7]3[c:8]([n:9][c:10]2[cH:11]1)[c:12]([C:16](=[O:17])[NH:18][CH2:19][CH2:20][N:21]([CH3:22])[CH3:23])[cH:13][cH:14][cH:15]3.[CH2:25]([Sn:26]([CH2:27][CH2:28][CH2:29][CH3:36])([c:30]1[cH:31][cH:32][n:33][cH:34][cH:35]1)[CH2:37][CH2:38][CH2:39][CH3:40])[CH2:41][CH2:42][CH3:43].[CH3:121][c:122]1[cH:123][cH:124][cH:125][cH:126][cH:127]1.[cH:44]1[cH:45][cH:46][c:47]([P:48]([Pd:49]([P:50]([c:51]2[cH:52][cH:53][cH:54][cH:55][cH:56]2)([c:57]2[cH:58][cH:59][cH:60][cH:61][cH:62]2)[c:63]2[cH:64][cH:65][cH:66][cH:67][cH:68]2)([P:69]([c:70]2[cH:71][cH:72][cH:73][cH:74][cH:75]2)([c:76]2[cH:77][cH:78][cH:79][cH:80][cH:81]2)[c:82]2[cH:83][cH:84][cH:85][cH:86][cH:87]2)[P:88]([c:89]2[cH:90][cH:91][cH:92][cH:93][cH:94]2)([c:95]2[cH:96][cH:97][cH:98][cH:99][cH:100]2)[c:101]2[cH:102][cH:103][cH:104][cH:105][cH:106]2)([c:107]2[cH:108][cH:109][cH:110][cH:111][cH:112]2)[c:113]2[cH:114][cH:115][cH:116][cH:117][cH:118]2)[cH:119][cH:120]1>>[c:2]1(-[c:30]2[cH:31][cH:32][n:33][cH:34][cH:35]2)[cH:3][cH:4][c:5]2[c:6](=[O:24])[n:7]3[c:8]([n:9][c:10]2[cH:11]1)[c:12]([C:16](=[O:17])[NH:18][CH2:19][CH2:20][N:21]([CH3:22])[CH3:23])[cH:13][cH:14][cH:15]3. Solvent: C(C)O (ethanol), O (water). Procedure details: To a 35 ml round-bottomed flask equipped with condenser and N2 inlet were added 1.22 g (5.05 mmol) of 6-bromoethylbenzoxazolone, 1.08 g (5.05 mmol) of 4-piperazinylquinazoline, 0.85 g (8.0 mmol) of sodium carbonate, 2 mg of sodium iodide, and 35 ml of ethanol. The reaction was refluxed for 3 days, cooled, diluted with water, and the pH adjusted to 4 with 1N HCl. The aqueous layer was separated, the pH adjusted to 7 with 1N NaOH, and the product extracted into ethyl acetate. The ethyl acetate lay... Reagents/catalysts: [I-].[Na+] (sodium iodide). Product: N1=CN=C(C2=CC=CC=C12)N1CCN(CC1)CCC1=CC2=C(NC(O2)=O)C=C1 (6-(2-(4-(4-Quinazolinyl)piperazinyl)ethyl)-benzoxazolone). Isolated yield 68.6%. Starting materials: Cl (HCl), BrCCC1=CC2=C(NC(O2)=O)C=C1 (6-bromoethylbenzoxazolone), N1(CCNCC1)C1=NC=NC2=CC=CC=C12 (4-piperazinylquinazoline), C([O-])([O-])=O.[Na+].[Na+] (sodium carbonate). RXN SMILES: Br[CH2:2][CH2:3][C:4]1[CH:13]=[CH:12][C:7]2[NH:8][C:9](=[O:11])[O:10][C:6]=2[CH:5]=1.[N:14]1([C:20]2[C:29]3[C:24](=[CH:25][CH:26]=[CH:27][CH:28]=3)[N:23]=[CH:22][N:21]=2)[CH2:19][CH2:18][NH:17][CH2:16][CH2:15]1.C(=O)([O-])[O-].[Na+].[Na+].Cl>O.[I-].[Na+].C(O)C>[N:23]1[C:24]2[C:29](=[CH:28][CH:27]=[CH:26][CH:25]=2)[C:20]([N:14]2[CH2:15][CH2:16][N:17]([CH2:2][CH2:3][C:4]3[CH:13]=[CH:12][C:7]4[NH:8][C:9](=[O:11])[O:10][C:6]=4[CH:5]=3)[CH2:18][CH2:19]2)=[N:21][CH:22]=1 |f:2.3.4,7.8|. Reactants: [Br-].C(N)(=O)C=1C=[N+](C=CC1)CCCC(NCCC1=CC=CC=C1)=O (3-Carbamoyl-1-{3'-[N-(β-phenylethyl)carbamoyl]propyl}pyridinium bromide), S(=O)([O-])S(=O)[O-].[Na+].[Na+] (sodium dithionite). The product is C(N)(=O)C1=CN(C=CC1)CCCC(NCCC1=CC=CC=C1)=O (3-Carbamoyl-1-{3'-[N-(β-phenylethyl)carbamoyl}propyl}-1,4-dihydropyridine). The yield is 70.3%. RXN SMILES: [Br-].[C:2]([C:5]1[CH:6]=[N+:7]([CH2:11][CH2:12][CH2:13][C:14](=[O:24])[NH:15][CH2:16][CH2:17][C:18]2[CH:23]=[CH:22][CH:21]=[CH:20][CH:19]=2)[CH:8]=[CH:9][CH:10]=1)(=[O:4])[NH2:3].S(S([O-])=O)([O-])=O.[Na+].[Na+]>>[C:2]([C:5]1[CH2:10][CH:9]=[CH:8][N:7]([CH2:11][CH2:12][CH2:13][C:14](=[O:24])[NH:15][CH2:16][CH2:17][C:18]2[CH:23]=[CH:22][CH:21]=[CH:20][CH:19]=2)[CH:6]=1)(=[O:4])[NH2:3] |f:0.1,2.3.4|. Procedure details: The product of Example 125 (3.92 g, 0.01 tool) was reduced with sodium dithionite (6.96 g, 0.04 mol) according to the procedure of Example 126. A yield of 2.2 g (65% ) of the title compound was obtained as an orange-yellow amorphous powder, m.p. 55°-60° C. UV max (methanol) 358 nm; IR (CHCl3) 3325 (NH), 1682 (CO), 1645 (CO) cm-1. Anal. calc. for C18H23N3O2. 3/4H2O: C,66.07; H,7.49; N,12.85. Found: C,66.05; H,7.56; N,12.84. The structure of the product was further confirmed by PMR to be: ##STR150...